From a dataset of the Open Reaction Database (ORD), a public repository of structured organic reaction records. describe an organic reaction: reactants, conditions, products, and yield The reactants are CO, CCOC(C)=O, C#CCCCC, CCCNc1nc2c(N)nc(I)nc2n1C1OC(CO)C(O)C1O. The product is CCCCC#Cc1nc(N)c2nc(NCCC)n(C3OC(CO)C(O)C3O)c2n1. Reaction SMILES: [CH3:31][OH:32].[CH3:33][CH2:34][O:35][C:36]([CH3:37])=[O:38].[CH:25]#[C:26][CH2:27][CH2:28][CH2:29][CH3:30].[I:1][c:2]1[n:3][c:4]([NH2:24])[c:5]2[n:6][c:7]([NH:20][CH2:21][CH2:22][CH3:23])[n:8]([CH:9]3[CH:10]([OH:11])[CH:12]([OH:13])[CH:14]([CH2:15][OH:16])[O:17]3)[c:18]2[n:19]1>>[c:2]1([C:25]#[C:26][CH2:27][CH2:28][CH2:29][CH3:30])[n:3][c:4]([NH2:24])[c:5]2[n:6][c:7]([NH:20][CH2:21][CH2:22][CH3:23])[n:8]([CH:9]3[CH:10]([OH:11])[CH:12]([OH:13])[CH:14]([CH2:15][OH:16])[O:17]3)[c:18]2[n:19]1. Reactants: C([O-])([O-])=O.[K+].[K+] (potassium carbonate), C1OCC2=C1C=CC=C2O (1,3-dihydro-2-benzofuran-4-ol), C1OCC2=C1C=CC=C2O (1,3-dihydro-2-benzofuran-4-ol), FC1=CC=C(C=C1)[N+](=O)[O-] (1-fluoro-4-nitrobenzene). The solvent is CN(C=O)C (N,N-dimethylformamide). Reaction conditions: temperature 100 celsius. Product: [N+](=O)([O-])C1=CC=C(C=C1)OC1=CC=CC=2COCC21 (4-[(4-nitrophenyl)oxy]-1,3-dihydro-2-benzofuran). As a reaction SMILES: C(=O)([O-])[O-].[K+].[K+].[CH2:7]1[C:11]2[CH:12]=[CH:13][CH:14]=[C:15]([OH:16])[C:10]=2[CH2:9][O:8]1.F[C:18]1[CH:23]=[CH:22][C:21]([N+:24]([O-:26])=[O:25])=[CH:20][CH:19]=1>CN(C)C=O>[N+:24]([C:21]1[CH:22]=[CH:23][C:18]([O:16][C:15]2[C:10]3[CH2:9][O:8][CH2:7][C:11]=3[CH:12]=[CH:13][CH:14]=2)=[CH:19][CH:20]=1)([O-:26])=[O:25] |f:0.1.2|. Procedure: A suspension of potassium carbonate (670 mg, 4.85 mmol), 1,3-dihydro-2-benzofuran-4-ol (Intermediate 2, 110 mg) and 1-fluoro-4-nitrobenzene (114 mg, 0.808 mmol) in N,N-dimethylformamide (DMF) (5 ml) was heated under microwave irradiation at 100° C. for 3×30 minutes. The mixture was concentrated. 2 ml of water were added and then dichloromethane. The phases were separated and the aqueous phase was extracted twice with dichloromethane. The organic phase was dried over sodium sulphate and concentra... Reactants: C1(=CC=CC=C1)N1C(N(C(C1)=O)C)=N (1-phenyl-2-imino-3-methyl-4-oxoimidazolidine), C[O-].[Na+] (sodium methoxide), alcohol. The product is C1(=CC=CC=C1)N1C(=NC(C1)=O)NC (1-Phenyl-2-methylamino-4-oxo-2-imidazoline). RXN SMILES: [C:1]1([N:7]2[CH2:11][C:10](=[O:12])[N:9](C)[C:8]2=[NH:14])[CH:6]=[CH:5][CH:4]=[CH:3][CH:2]=1.[CH3:15][O-].[Na+]>>[C:1]1([N:7]2[CH2:11][C:10](=[O:12])[N:9]=[C:8]2[NH:14][CH3:15])[CH:2]=[CH:3][CH:4]=[CH:5][CH:6]=1 |f:1.2|. Reported procedure: 2.2 g. of 1-phenyl-2-imino-3-methyl-4-oxoimidazolidine, 0.26 g. of sodium methoxide and 65 ml. of absolute alcohol were heated to reflux for 20 hours. The insoluble solid was filtered and ethanol was evaporated leaving a yellow solid. The reactants are ClC1=NC=C(C(=C1)Cl)C (2,4-dichloro-5-methylpyridine), BrN1C(CCC1=O)=O (N-bromosuccinimide). The reagents and catalysts are N(=NC(C#N)(C)C)C(C#N)(C)C (2,2′-azobis(isobutyronitrile)). The solvent is ClC1=CC=CC=C1 (chlorobenzene), ClC1=CC=CC=C1 (chlorobenzene). Reaction conditions: temperature 132 celsius, time 16 hour. Yields the product BrCC=1C(=CC(=NC1)Cl)Cl (5-(bromomethyl)-2,4-dichloro-pyridine). The yield is 125.3%. RXN SMILES: [Cl:1][C:2]1[CH:7]=[C:6]([Cl:8])[C:5]([CH3:9])=[CH:4][N:3]=1.[Br:10]N1C(=O)CCC1=O>ClC1C=CC=CC=1.N(C(C)(C)C#N)=NC(C)(C)C#N>[Br:10][CH2:9][C:5]1[C:6]([Cl:8])=[CH:7][C:2]([Cl:1])=[N:3][CH:4]=1. Reported procedure: 2,4-dichloro-5-methylpyridine (13.64 g, 82.50 mmol), N-bromosuccinimide (15.42 g, 86.63 mmol) were dissolved in chlorobenzene (300 mL). 2,2′-azobis(isobutyronitrile) (1.355 g, 8.250 mmol) in chlorobenzene (160 mL) was added slowly in two times: first approximately a third of the total amount at room temperature, then the rest dropwise (over 40 min) at 132° C. The reaction mixture was stirred at 132° C. for 16 h. The reaction mixture was washed with a saturated sodium sulfite solution (organic la... Reactants: CI NH3, C(C1=CC=CC=C1)OC(=O)N1C(CC1)C(=O)O (1-benzyloxycarbonyl azetidine-2-carboxylic acid), N[C@@H](CC1=CC=C(C=C1)O)C(=O)NN (L-tyrosine hydrazide). Solvent: CO (MeOH). Yields the product C(C1=CC=CC=C1)OC(=O)N1[C@H](CC1)C(=O)O ((R)-1-benzyloxycarbonyl azetidine-2-carboxylic acid). Yield: 43.3%. Reaction SMILES: [CH2:1]([O:8][C:9]([N:11]1[CH2:14][CH2:13][CH:12]1[C:15]([OH:17])=[O:16])=[O:10])[C:2]1[CH:7]=[CH:6][CH:5]=[CH:4][CH:3]=1.N[C@H](C(NN)=O)CC1C=CC(O)=CC=1>CO>[CH2:1]([O:8][C:9]([N:11]1[CH2:14][CH2:13][C@@H:12]1[C:15]([OH:17])=[O:16])=[O:10])[C:2]1[CH:3]=[CH:4][CH:5]=[CH:6][CH:7]=1. Procedure: The title compound was prepared from D-methionine following the procedure of Sugano and Miyoshi, Bull. Chem. Soc. Japan 1973, 46, 669. D-methionine (29.84 g, 200 mmol) was dissolved in H2 0 (100 mL) and 1 N NaOH (200 mL, 200 mmol) was added to give a homogeneous solution. With cooling as necessary to maintain a temperature of ~20° C., p-toluenesulfonyl chloride was added (53.4 g, 280 mmol). Additional 1 N NaOH was added in small portions over 2 hours as needed to maintain the pH ~9 (total ca. 28... Starting materials: C(Cl)Cl (CH2Cl2), B1(OC(C(O1)(C)C)(C)C)B2OC(C(O2)(C)C)(C)C (bis(pinacolato)diboron), C(C)(=O)[O-].[K+] (potassium acetate), BrC1=CC=C(C=C1)S(=O)(=O)CCN(C)C (2-(4-bromophenyl)sulfonyl-N,N-dimethyl-ethanamine), NC=1C(=NC(=CN1)Br)C1=NN=C(O1)C1=CC=C(C=C1)CC(=O)[O-] ([4-[5-(3-amino-6-bromo-pyrazin-2-yl)-1,3,4-oxadiazol-2-yl]phenyl]acetate), C(=O)([O-])[O-].[Na+].[Na+] (Na2CO3). Reagents/catalysts: Cl[Pd]([P](C1=CC=CC=C1)(C2=CC=CC=C2)C3=CC=CC=C3)([P](C4=CC=CC=C4)(C5=CC=CC=C5)C6=CC=CC=C6)Cl (Pd(PPh3)2Cl2). The solvent is CN(C)C=O (DMF), O1CCOCC1 (dioxane). Conditions: temperature 90 celsius. The product is NC=1C(=NC(=CN1)C1=CC=C(C=C1)S(=O)(=O)CCN(C)C)C1=NN=C(O1)C1=CC=C(C=C1)O (4-[5-[3-amino-6-[4-(2-dimethylaminoethylsulfonyl)phenyl]pyrazin-2-yl]-1,3,4-oxadiazol-2-yl]phenol). The yield is 15.3%. As a reaction SMILES: Br[C:2]1[CH:7]=[CH:6][C:5]([S:8]([CH2:11][CH2:12][N:13]([CH3:15])[CH3:14])(=[O:10])=[O:9])=[CH:4][CH:3]=1.B1(B2OC(C)(C)C(C)(C)O2)OC(C)(C)C(C)(C)O1.[C:34]([O-:37])(=O)[CH3:35].[K+].C(Cl)Cl.[NH2:42][C:43]1[C:44]([C:50]2[O:54][C:53]([C:55]3[CH:60]=CC(CC([O-])=O)=[CH:57][CH:56]=3)=[N:52][N:51]=2)=[N:45][C:46](Br)=[CH:47][N:48]=1.C([O-])([O-])=O.[Na+].[Na+]>O1CCOCC1.CN(C=O)C.Cl[Pd](Cl)([P](C1C=CC=CC=1)(C1C=CC=CC=1)C1C=CC=CC=1)[P](C1C=CC=CC=1)(C1C=CC=CC=1)C1C=CC=CC=1>[NH2:42][C:43]1[C:44]([C:50]2[O:54][C:53]([C:55]3[CH:60]=[CH:35][C:34]([OH:37])=[CH:57][CH:56]=3)=[N:52][N:51]=2)=[N:45][C:46]([C:2]2[CH:7]=[CH:6][C:5]([S:8]([CH2:11][CH2:12][N:13]([CH3:15])[CH3:14])(=[O:10])=[O:9])=[CH:4][CH:3]=2)=[CH:47][N:48]=1 |f:2.3,6.7.8,^1:84,103|. Procedure: 2-(4-bromophenyl)sulfonyl-N,N-dimethyl-ethanamine (181.8 mg, 0.6221 mmol) was dissolved in dioxane (2 mL) and bis(pinacolato)diboron (237.0 mg, 0.9332 mmol) and potassium acetate (183.1 mg, 1.866 mmol) were added. The reaction mixture was degassed and filled with nitrogen (5×) then Pd(dppf)Cl2.CH2Cl2 (50.80 mg, 0.06221 mmol) was added and the reaction heated to 90° C. for 2 hours. The reaction mixture was cooled to ambient temperature and diluted with DMF (2 mL). [4-[5-(3-amino-6-bromo-pyrazin-2...